Task: describe an organic reaction: reactants, conditions, products, and yield. Dataset: the Open Reaction Database (ORD), a public repository of structured organic reaction records The reactants are S(O)(O)(=O)=O (sulphuric acid), C[Mg]I (Methylmagnesium iodide), C(C)(C)C1(C(CCC1)=O)C(=O)OCC (2-isopropyl-2-carbethoxycyclopentanone). Run in CCOCC (ether), CCOCC (ether). Product: C(=O)(OCC)C1(C(CCC1)(O)C)C(C)C (2-carbethoxy-1-methyl-2-isopropylcyclopentanol). Reaction SMILES: [CH3:1][Mg]I.[CH:4]([C:7]1([C:13]([O:15][CH2:16][CH3:17])=[O:14])[CH2:11][CH2:10][CH2:9][C:8]1=[O:12])([CH3:6])[CH3:5].S(=O)(=O)(O)O>CCOCC>[C:13]([C:7]1([CH:4]([CH3:6])[CH3:5])[CH2:11][CH2:10][CH2:9][C:8]1([CH3:1])[OH:12])([O:15][CH2:16][CH3:17])=[O:14]. Reported procedure: Methylmagnesium iodide (0.22 mole) in ether (200 ml.) was added dropwise to a solution of 2-isopropyl-2-carbethoxycyclopentanone (40 g, 0.2 mole) in ether (150 ml.), and the mixture was heated under reflux for 17 hours. Dilute sulphuric acid was then added and the ether layer was separated and dried (MgSO4). The ether was removed to leave 2-carbethoxy-1-methyl-2-isopropylcyclopentanol. This compound was dissolved in pyridine (200 ml.) and cooled to -10° C. Thionyl chloride (25 ml.) was then adde... Starting materials: CCCn1c(=O)c2[nH]c(Cc3ccccc3)nc2n(CCc2ccc([N+](=O)[O-])cc2)c1=O, [H][H], NN, O, [Pd]. The product is CCCn1c(=O)c2[nH]c(Cc3ccccc3)nc2n(CCc2ccc(N)cc2)c1=O. As a reaction SMILES: [CH2:1]([c:2]1[cH:3][cH:4][cH:5][cH:6][cH:7]1)[c:8]1[n:9][c:10]2[n:11]([CH2:22][CH2:23][c:24]3[cH:25][cH:26][c:27]([N+:30]([O-:31])=[O:32])[cH:28][cH:29]3)[c:12](=[O:21])[n:13]([CH2:18][CH2:19][CH3:20])[c:14](=[O:17])[c:15]2[nH:16]1.[H:36][H:37].[NH2:34][NH2:35].[OH2:33].[Pd:38]>>[CH2:1]([c:2]1[cH:3][cH:4][cH:5][cH:6][cH:7]1)[c:8]1[n:9][c:10]2[n:11]([CH2:22][CH2:23][c:24]3[cH:25][cH:26][c:27]([NH2:30])[cH:28][cH:29]3)[c:12](=[O:21])[n:13]([CH2:18][CH2:19][CH3:20])[c:14](=[O:17])[c:15]2[nH:16]1. Reactants: O (Water), sulfide, FC(C=1C=C(C=CC1)CSC=1NC2=C(C=NC=C2)N1)(F)F (2-[[[3-(Trifluoromethyl)phenyl]methyl]thio]-1H-imidazo[4,5-c]pyridine), OO (hydrogen peroxide), O (water), [Se](=O)=O (selenium dioxide). Solvent: C(C)O (ethanol), C(C)O (ethanol). Reaction conditions: time 8 hour. Yields the product FC(C=1C=C(C=CC1)CS(=O)C=1NC2=C(C=NC=C2)N1)(F)F (2-[[[3-(Trifluoromethyl)phenyl]methyl]-sulfinyl]-1H-imidazo[4,5-c]pyridine). RXN SMILES: [F:1][C:2]([F:21])([F:20])[C:3]1[CH:4]=[C:5]([CH2:9][S:10][C:11]2[NH:12][C:13]3[CH:18]=[CH:17][N:16]=[CH:15][C:14]=3[N:19]=2)[CH:6]=[CH:7][CH:8]=1.[Se](=O)=[O:23].OO.O>C(O)C>[F:21][C:2]([F:1])([F:20])[C:3]1[CH:4]=[C:5]([CH2:9][S:10]([C:11]2[NH:12][C:13]3[CH:18]=[CH:17][N:16]=[CH:15][C:14]=3[N:19]=2)=[O:23])[CH:6]=[CH:7][CH:8]=1. Procedure details: 2-[[[3-(Trifluoromethyl)phenyl]methyl]thio]-1H-imidazo[4,5-c]pyridine (0.91 g, 0.0029 mol) was dissolved in 10 mL of ethanol. An oxidizing solution was prepared by dissolving 0.32 g (0.0029 mol) of selenium dioxide in 17 mL of ethanol by heating and adding 0.33 g (0.0029 mol) of 30% hydrogen peroxide and 0.25 mL of water. The oxidizing solution was added dropwise to the sulfide solution and the reaction mixture was stirred overnight at room temperature. Water (20 mL) was added to the reaction mi... Reactants: C(C)OC(=O)C=1C(=NC=CC1)N1CCNCC1 (2-(1-piperazinyl)-3-pyridinecarboxylic acid ethyl ester), CS(=O)(=O)OCCC=C1C2=C(CCC3=C1C=CC=C3)C=CC=C2 (3-(10,11-dihydro-5H-dibenzo[a,d]cyclohepten-5-ylidene)-1-propyl methanesulfonate), C([O-])([O-])=O.[K+].[K+] (potassium carbonate). Solvent: CN(C=O)C (N,N-dimethylformamide). Reaction conditions: temperature 60 celsius, time 8 hour. The product is C(C)OC(=O)C=1C(=NC=CC1)N1CCN(CC1)CCC=C1C2=C(CCC3=C1C=CC=C3)C=CC=C2 (2-(4-(3-(10,11-dihydro-5H-dibenzo[a,d]cyclohepten-5-ylidene)-1-propyl)-1-piperazinyl)-3-pyridinecarboxylic acid ethyl ester). Yield: 48.5%. RXN SMILES: [CH2:1]([O:3][C:4]([C:6]1[C:7]([N:12]2[CH2:17][CH2:16][NH:15][CH2:14][CH2:13]2)=[N:8][CH:9]=[CH:10][CH:11]=1)=[O:5])[CH3:2].CS(O[CH2:23][CH2:24][CH:25]=[C:26]1[C:32]2[CH:33]=[CH:34][CH:35]=[CH:36][C:31]=2[CH2:30][CH2:29][C:28]2[CH:37]=[CH:38][CH:39]=[CH:40][C:27]1=2)(=O)=O.C(=O)([O-])[O-].[K+].[K+]>CN(C)C=O>[CH2:1]([O:3][C:4]([C:6]1[C:7]([N:12]2[CH2:13][CH2:14][N:15]([CH2:23][CH2:24][CH:25]=[C:26]3[C:27]4[CH:40]=[CH:39][CH:38]=[CH:37][C:28]=4[CH2:29][CH2:30][C:31]4[CH:36]=[CH:35][CH:34]=[CH:33][C:32]3=4)[CH2:16][CH2:17]2)=[N:8][CH:9]=[CH:10][CH:11]=1)=[O:5])[CH3:2] |f:2.3.4|. Procedure: A mixture of 2-(1-piperazinyl)-3-pyridinecarboxylic acid ethyl ester (4.6 g, 0.019 mol), 3-(10,11-dihydro-5H-dibenzo[a,d]cyclohepten-5-ylidene)-1-propyl methanesulfonate (5.0 g, 0.015 mol) and potassium carbonate (4.8 g) in N,N-dimethylformamide (50 ml) was heated to 60° C. for 5 h. After standing overnight, the solid was filtered off and washed with benzene. The filtrate was diluted with benzene (200 ml) and washed with water (4×100 ml). The organic solution was dried (MgSO4) and the solvent ev...